This data is from the Open Reaction Database (ORD), a public repository of structured organic reaction records. The task is: describe an organic reaction: reactants, conditions, products, and yield Reactants: [N+](=O)([O-])C1=CC2=C(SC3=C(C(C2)N2CCN(CC2)CCN2C(OCC2)=O)C=CC=C3)C=C1 (3-[2-[4-(10,11-dihydro-2-nitro-dibenzo[b,f]thiepin-10-yl)-1-piperazinyl]-ethyl]-2-oxazolidinone), [H][H] (hydrogen). The reagents and catalysts are [Pd] (palladium/carbon). The solvent is C(C)(=O)OCC (ethyl acetate). Yields the product NC1=CC2=C(SC3=C(C(C2)N2CCN(CC2)CCN2C(OCC2)=O)C=CC=C3)C=C1 (3-[2-[4-(2-amino-10,11-dihydro-dibenzo[b,f]thiepin-10-yl)-1-piperazinyl]-ethyl]-2-oxazolidinone). As a reaction SMILES: [N+:1]([C:4]1[CH:32]=[CH:31][C:7]2[S:8][C:9]3[CH:30]=[CH:29][CH:28]=[CH:27][C:10]=3[CH:11]([N:13]3[CH2:18][CH2:17][N:16]([CH2:19][CH2:20][N:21]4[CH2:25][CH2:24][O:23][C:22]4=[O:26])[CH2:15][CH2:14]3)[CH2:12][C:6]=2[CH:5]=1)([O-])=O.[H][H]>C(OCC)(=O)C.[Pd]>[NH2:1][C:4]1[CH:32]=[CH:31][C:7]2[S:8][C:9]3[CH:30]=[CH:29][CH:28]=[CH:27][C:10]=3[CH:11]([N:13]3[CH2:14][CH2:15][N:16]([CH2:19][CH2:20][N:21]4[CH2:25][CH2:24][O:23][C:22]4=[O:26])[CH2:17][CH2:18]3)[CH2:12][C:6]=2[CH:5]=1. Procedure: 24.1 g of 3-[2-[4-(10,11-dihydro-2-nitro-dibenzo[b,f]thiepin-10-yl)-1-piperazinyl]-ethyl]-2-oxazolidinone in 2000 ml of ethyl acetate are hydrogenated in the presence of 5.7 g of palladium/carbon (5%) at 70° C and 10 atmospheres of hydrogen. After filtration, the filtrate is concentrated under reduced pressure. There is obtained 3-[2-[4-(2-amino-10,11-dihydro-dibenzo[b,f]thiepin-10-yl)-1-piperazinyl]-ethyl]-2-oxazolidinone which melts at 193°-196° C. After chromatographic purification over alumi... Starting materials: ClC1=C2C(=NC=C1)C=C(O2)C2=CC=CC=C2 (7-chloro-2-phenylfuro[3,2-b]pyridine), CC1=C2C=CNC2=CC=C1N (4-methyl-1H-indol-5-ylamine). The product is CC1=C2C=CNC2=CC=C1NC1=C2C(=NC=C1)C=C(O2)C2=CC=CC=C2 ((4-Methyl-1H-indol-5-yl)-(2-phenyl-furo[3,2-b]pyridin-7-yl)-amine), oil. The yield is 98.0%. As a reaction SMILES: Cl[C:2]1[CH:7]=[CH:6][N:5]=[C:4]2[CH:8]=[C:9]([C:11]3[CH:16]=[CH:15][CH:14]=[CH:13][CH:12]=3)[O:10][C:3]=12.[CH3:17][C:18]1[C:26]([NH2:27])=[CH:25][CH:24]=[C:23]2[C:19]=1[CH:20]=[CH:21][NH:22]2>>[CH3:17][C:18]1[C:26]([NH:27][C:2]2[CH:7]=[CH:6][N:5]=[C:4]3[CH:8]=[C:9]([C:11]4[CH:16]=[CH:15][CH:14]=[CH:13][CH:12]=4)[O:10][C:3]=23)=[CH:25][CH:24]=[C:23]2[C:19]=1[CH:20]=[CH:21][NH:22]2. Reported procedure: The title compound was prepared by procedure E using 7-chloro-2-phenylfuro[3,2-b]pyridine (60.00 mg; 0.26 mmol; 1.00 eq.) instead of 7-chloro-2-(3,4,5-trimethoxyphenyl)furo[3,2-b]pyridine, and 4-methyl-1H-indol-5-ylamine (40.10 mg; 0.27 mmol; 1.05 eq.) instead of 6-amino-2,2-difluoro-4H-benzo[1,4]oxazin-3-one and was obtained as a brown oil (88 mg, 98%). (HPLC (method F): 96%, RT: 3.91 min); MS (m/z) 340 [M+H]+, RT: 2.7 min.